From a dataset of the Open Reaction Database (ORD), a public repository of structured organic reaction records. describe an organic reaction: reactants, conditions, products, and yield Reactants: C(C)(=O)N1C=CC(C=C1)C1=CNC2=CC=C(C=C12)OC (3-(1-Acetyl-1,4-dihydro-4-pyridyl)-5-methoxyindole), C(C)(=O)N1CCC(CC1)C1=CNC2=CC=C(C=C12)OC (3-(1-acetyl-4-piperidyl)-5-methoxyindole). The reagents and catalysts are O=[Pt]=O (Adams catalyst). Run in [OH-].[Na+] (sodium hydroxide), C(C)O (ethanol), C(C)O (ethanol). Product: COC=1C=C2C(=CNC2=CC1)C1CCNCC1 (5-methoxy-3-(4piperidyl)indole). The yield is 74.6%. Reaction SMILES: C([N:4]1[CH:9]=[CH:8][CH:7]([C:10]2[C:18]3[C:13](=[CH:14][CH:15]=[C:16]([O:19][CH3:20])[CH:17]=3)[NH:12][CH:11]=2)[CH:6]=[CH:5]1)(=O)C.C(N1CCC(C2C3C(=CC=C(OC)C=3)NC=2)CC1)(=O)C>C(O)C.O=[Pt]=O.[OH-].[Na+]>[CH3:20][O:19][C:16]1[CH:17]=[C:18]2[C:13](=[CH:14][CH:15]=1)[NH:12][CH:11]=[C:10]2[CH:7]1[CH2:8][CH2:9][NH:4][CH2:5][CH2:6]1 |f:4.5|. Reported procedure: 3-(1-Acetyl-1,4-dihydro-4-pyridyl)-5-methoxyindole (3.0 g) was dissolved in hot ethanol (150 ml) and hydrogenation was carried out with Adams catalyst (0.25 g). The mixture was filtered and the filtrate was concentrated under reduced pressure to give a residue containing 3-(1-acetyl-4-piperidyl)-5-methoxyindole. This residue was diluted with 2N aqueous sodium hydroxide solution (22 ml) and ethanol (30 ml) and refluxed for 18 hours. Ethanol was then distilled off and the residue was cooled. The p... Starting materials: C1(=CC=CC=C1)O (phenol), COC(COC1=CC=C(C=C1)SC#N)=O ((4-Thiocyanato-phenoxy)-acetic acid methyl ester). Product: S(C#N)C1=CC=C(C=C1)O (4-Thiocyanato-phenol). Reaction SMILES: C1(O)C=CC=CC=1.COC(=O)C[O:12][C:13]1[CH:18]=[CH:17][C:16]([S:19][C:20]#[N:21])=[CH:15][CH:14]=1>>[S:19]([C:16]1[CH:17]=[CH:18][C:13]([OH:12])=[CH:14][CH:15]=1)[C:20]#[N:21]. Procedure: The title compound was prepared in the manner analogous to Example 1B using phenol. MS m/z 152 (M+1) Preparation of [(4-Thiocyanato-phenoxy)-acetic acid methyl ester (Compound ZZB) The reactants are CCCCNc1cc2c(cc1[N+](=O)[O-])C1CC2CN(C(=O)OC(C)(C)C)C1, CO, O=C[O-], [NH4+]. Product: CCCCNc1cc2c(cc1N)C1CC2CN(C(=O)OC(C)(C)C)C1. As a reaction SMILES: [C:1]([CH3:2])([CH3:3])([CH3:4])[O:5][C:6](=[O:7])[N:8]1[CH2:9][CH:10]2[c:11]3[cH:12][c:13]([N+:25]([O-:26])=[O:27])[c:14]([NH:20][CH2:21][CH2:22][CH2:23][CH3:24])[cH:15][c:16]3[CH:17]([CH2:18]1)[CH2:19]2.[CH3:32][OH:33].[CH:28]([O-:29])=[O:30].[NH4+:31]>>[C:1]([CH3:2])([CH3:3])([CH3:4])[O:5][C:6](=[O:7])[N:8]1[CH2:9][CH:10]2[c:11]3[cH:12][c:13]([NH2:25])[c:14]([NH:20][CH2:21][CH2:22][CH2:23][CH3:24])[cH:15][c:16]3[CH:17]([CH2:18]1)[CH2:19]2. Starting materials: C1CCNCC1, CC(C)=O, CC(=O)c1cc(O)ccc1O, c1ccncc1. Yields the product CC1(C)CC(=O)c2cc(O)ccc2O1. As a reaction SMILES: [CH2:16]1[CH2:17][CH2:18][NH:19][CH2:20][CH2:21]1.[CH3:12][C:13]([CH3:14])=[O:15].[OH:1][c:2]1[c:3]([C:9]([CH3:10])=[O:11])[cH:4][c:5]([OH:8])[cH:6][cH:7]1.[cH:22]1[cH:23][cH:24][n:25][cH:26][cH:27]1>>[O:1]1[c:2]2[c:3]([cH:4][c:5]([OH:8])[cH:6][cH:7]2)[C:9](=[O:11])[CH2:10][C:13]1([CH3:12])[CH3:14]. The reactants are BrB(Br)Br, ClCCl, COc1cc2[nH]nc(-c3cccc(F)c3)c2cc1C(=O)O, O. Yields the product O=C(O)c1cc2c(-c3cccc(F)c3)n[nH]c2cc1O. RXN SMILES: [B:22]([Br:23])([Br:24])[Br:25].[Cl:27][CH2:28][Cl:29].[F:1][c:2]1[cH:3][c:4](-[c:8]2[n:9][nH:10][c:11]3[cH:12][c:13]([O:20][CH3:21])[c:14]([C:17](=[O:18])[OH:19])[cH:15][c:16]23)[cH:5][cH:6][cH:7]1.[OH2:26]>>[F:1][c:2]1[cH:3][c:4](-[c:8]2[n:9][nH:10][c:11]3[cH:12][c:13]([OH:20])[c:14]([C:17](=[O:18])[OH:19])[cH:15][c:16]23)[cH:5][cH:6][cH:7]1.